From a dataset of the Open Reaction Database (ORD), a public repository of structured organic reaction records. describe an organic reaction: reactants, conditions, products, and yield Starting materials: C1CCOC1, CC1(C)CCC([N+](=O)[O-])C(c2ccccc2)N1, Cl, [Zn]. Product: CC1(C)CCC(N)C(c2ccccc2)N1. Reaction SMILES: [CH2:19]1[O:20][CH2:21][CH2:22][CH2:23]1.[CH3:1][C:2]1([CH3:17])[NH:3][CH:4]([c:11]2[cH:12][cH:13][cH:14][cH:15][cH:16]2)[CH:5]([N+:8]([O-:9])=[O:10])[CH2:6][CH2:7]1.[ClH:18].[Zn:24]>>[CH3:1][C:2]1([CH3:17])[NH:3][CH:4]([c:11]2[cH:12][cH:13][cH:14][cH:15][cH:16]2)[CH:5]([NH2:8])[CH2:6][CH2:7]1. The reactants are C(CCC)C1=NC2=C(N1CC1=CC=C(C=C1)C=1C(=CC=CC1)C(=O)OC(C)(C)C)C=C(C(=C2)Cl)Cl (tert.butyl 4'-[(2-n-butyl-5,6-dichloro-benzimidazol-1-yl)-methyl]biphenyl-2-carboxylate), FC(C(=O)O)(F)F (trifluoroacetic acid). The solvent is C(Cl)Cl (methylene chloride). Yields the product C(CCC)C1=NC2=C(N1CC1=CC=C(C=C1)C=1C(=CC=CC1)C(=O)O)C=C(C(=C2)Cl)Cl (4'-[(2-n-Butyl-5,6-dichloro-benzimidazol-1-yl)-methyl]biphenyl-2-carboxylic acid). As a reaction SMILES: [CH2:1]([C:5]1[N:9]([CH2:10][C:11]2[CH:16]=[CH:15][C:14]([C:17]3[C:18]([C:23]([O:25]C(C)(C)C)=[O:24])=[CH:19][CH:20]=[CH:21][CH:22]=3)=[CH:13][CH:12]=2)[C:8]2[CH:30]=[C:31]([Cl:35])[C:32]([Cl:34])=[CH:33][C:7]=2[N:6]=1)[CH2:2][CH2:3][CH3:4].FC(F)(F)C(O)=O>C(Cl)Cl>[CH2:1]([C:5]1[N:9]([CH2:10][C:11]2[CH:16]=[CH:15][C:14]([C:17]3[C:18]([C:23]([OH:25])=[O:24])=[CH:19][CH:20]=[CH:21][CH:22]=3)=[CH:13][CH:12]=2)[C:8]2[CH:30]=[C:31]([Cl:35])[C:32]([Cl:34])=[CH:33][C:7]=2[N:6]=1)[CH2:2][CH2:3][CH3:4]. Reported procedure: Prepared in analogous manner to Example 9 from tert.butyl 4'-[(2-n-butyl-5,6-dichloro-benzimidazol-1-yl)-methyl]biphenyl-2-carboxylate and trifluoroacetic acid in methylene chloride.